This data is from the Open Reaction Database (ORD), a public repository of structured organic reaction records. The task is: describe an organic reaction: reactants, conditions, products, and yield Reactants: OC[C@H](C(=O)O)CCCCC=C ((2R)-2-(hydroxymethyl)-7-octenoic acid), Cl.C(C1=CC=CC=C1)ON (O-benzyl hydroxylamine hydrochloride), Cl.CN(CCCN=C=NCC)C (1-[3-(dimethylamino)propyl]-3-ethylcarbodiimide hydrochloride). Reagents/catalysts: CN(C1=CC=NC=C1)C (4-dimethylamino-pyridine). Solvent: ClCCl (dichloromethane). Reaction conditions: time 8 hour. Yields the product OC[C@H](C(=O)NOCC1=CC=CC=C1)CCCCC=C ((2R)-2-(Hydroxymethyl)-N-benzoxy-7-octenamide). Reaction SMILES: [OH:1][CH2:2][C@@H:3]([CH2:7][CH2:8][CH2:9][CH2:10][CH:11]=[CH2:12])[C:4]([OH:6])=O.Cl.[CH2:14]([O:21][NH2:22])[C:15]1[CH:20]=[CH:19][CH:18]=[CH:17][CH:16]=1.Cl.CN(C)CCCN=C=NCC>CN(C)C1C=CN=CC=1.ClCCl>[OH:1][CH2:2][C@@H:3]([CH2:7][CH2:8][CH2:9][CH2:10][CH:11]=[CH2:12])[C:4]([NH:22][O:21][CH2:14][C:15]1[CH:20]=[CH:19][CH:18]=[CH:17][CH:16]=1)=[O:6] |f:1.2,3.4|. Procedure: To a mixture of (2R)-2-(hydroxymethyl)-7-octenoic acid (1.12 g, 6.51 mmol), O-benzyl hydroxylamine hydrochloride (1.04 g, 6.51 mmol) and 4-dimethylamino-pyridine (1.90 g, 15.62 mmol) in dichloromethane (30 mL) at 0° C. was added 1-[3-(dimethylamino)propyl]-3-ethylcarbodiimide hydrochloride (1.50 g, 7.81 mmol). After stirring at room temperature overnight, the reaction was then quenched with 1N aqueous HCl solution (25 mL) and extracted using dichloromethane (25 mL×2). The organic extracts were w... Reactants: C1(CC1)COC1=C(C=C(C=C1)S(=O)(=O)C)C=1C=C(C(NC1)=O)C (5-[2-(cyclopropylmethoxy)-5-methylsulfonylphenyl]-3-methyl-1H-pyridin-2-one), C(=O)([O-])[O-].[K+].[K+] (K2CO3), CN(C)C=O (DMF), CC(OCC)=O (EA). Yields the product C1(CC1)COC1=C(C=C(C=C1)S(=O)(=O)C)C=1C=C(C(N(C1)CC1CC1)=O)C (5-[2-(cyclopropylmethoxy)-5-methylsulfonylphenyl]-1-(cyclopropylmethyl)-3-methylpyridin-2-one). Reaction SMILES: [CH:1]1([CH2:4][O:5][C:6]2[CH:11]=[CH:10][C:9]([S:12]([CH3:15])(=[O:14])=[O:13])=[CH:8][C:7]=2[C:16]2[CH:17]=[C:18]([CH3:23])[C:19](=O)[NH:20][CH:21]=2)[CH2:3][CH2:2]1.[C:24]([O-:27])([O-])=O.[K+].[K+].[CH3:30][C:31](=O)OCC.[CH3:36]N(C=O)C>>[CH:1]1([CH2:4][O:5][C:6]2[CH:11]=[CH:10][C:9]([S:12]([CH3:15])(=[O:13])=[O:14])=[CH:8][C:7]=2[C:16]2[CH:17]=[C:30]([CH3:31])[C:24](=[O:27])[N:20]([CH2:19][CH:18]3[CH2:36][CH2:23]3)[CH:21]=2)[CH2:2][CH2:3]1 |f:1.2.3|. Reported procedure: The title compound of step 1 (80 mg), K2CO3 (77 mg, 0.56 mmol) bromomethylcyclopropane (62 mg, 0.46 mmol) in DMF (2 mL) were heated at 70° C. for 4 h. EA extractive work up and preparative HPLC gave the title compound (17 mg) as a yellow solid. 1H NMR (CDCl3, 400 MHz) δ 7.85-7.83 (m, 2H), 7.67 (d, J=2.0 Hz, 1H), 7.53 (s, 1H), 7.03 (d, J=9.2 Hz, 1H), 3.95 (d, J=6.8 Hz, 1H), 3.89 (d, J=7.2 Hz, 1H), 3.07 (s, 3H), 2.23 (s, 3H), 1.34-1.26 (m, 2H), 0.68-0.65 (m, 2H), 0.65-0.61 (m, 2H), 0.44-0.43 (m, 2... Yield: 95.8%. Run in O1CCCC1 (tetrahydrofuran). Starting materials: N1=CC=CC=C1 (pyridine), BrCCCCC(=O)Cl (5-bromovaleryl chloride), NC1=C(C(=O)OC)C(=CC=C1)Cl (methyl 2-amino-6-chlorobenzoate). Procedure: To a solution of 750 mg of methyl 2-amino-6-chlorobenzoate as synthesized in above Step 7-18-A in 10 ml of tetrahydrofuran, first 700 mg of pyridine and then 800 mg of 5-bromovaleryl chloride were added under cooling with ice. The solution was warmed to room temperature, stirred for an hour and the solvent was distilled off under reduced pressure. The residue was extracted with ethyl acetate, washed with saturated aqueous sodium hydrogencarbonate solution, 1N hydrochloric acid and saturated brin... As a reaction SMILES: [NH2:1][C:2]1[CH:11]=[CH:10][CH:9]=[C:8]([Cl:12])[C:3]=1[C:4]([O:6][CH3:7])=[O:5].N1C=CC=CC=1.[Br:19][CH2:20][CH2:21][CH2:22][CH2:23][C:24](Cl)=[O:25]>O1CCCC1>[Br:19][CH2:20][CH2:21][CH2:22][CH2:23][C:24]([NH:1][C:2]1[CH:11]=[CH:10][CH:9]=[C:8]([Cl:12])[C:3]=1[C:4]([O:6][CH3:7])=[O:5])=[O:25]. Product: BrCCCCC(=O)NC1=C(C(=O)OC)C(=CC=C1)Cl (methyl 2-(5-bromopentanoylamino)-6-chlorobenzoate). The reagents and catalysts are C=1C=CC(=CC1)[P](C=2C=CC=CC2)(C=3C=CC=CC3)[Pd]([P](C=4C=CC=CC4)(C=5C=CC=CC5)C=6C=CC=CC6)([P](C=7C=CC=CC7)(C=8C=CC=CC8)C=9C=CC=CC9)[P](C=1C=CC=CC1)(C=1C=CC=CC1)C=1C=CC=CC1 (tetrakis(triphenylphosphine)palladium(0)). Reaction SMILES: Br[C:2]1[CH:11]=[C:10]2[C:5]([CH2:6][CH:7]([CH3:26])[N:8]([C:12]3[CH:17]=[C:16]([N:18]4[CH2:23][CH2:22][N:21]([CH3:24])[CH2:20][CH2:19]4)[N:15]=[C:14]([NH2:25])[N:13]=3)[CH2:9]2)=[CH:4][CH:3]=1.[O:27]1[CH2:32][CH2:31][CH:30]([N:33]2[CH:37]=[C:36](B3OC(C)(C)C(C)(C)O3)[CH:35]=[N:34]2)[CH2:29][CH2:28]1.C(=O)(O)[O-].[Na+].O1CCOCC1>CO.C1C=CC([P]([Pd]([P](C2C=CC=CC=2)(C2C=CC=CC=2)C2C=CC=CC=2)([P](C2C=CC=CC=2)(C2C=CC=CC=2)C2C=CC=CC=2)[P](C2C=CC=CC=2)(C2C=CC=CC=2)C2C=CC=CC=2)(C2C=CC=CC=2)C2C=CC=CC=2)=CC=1.O>[CH3:24][N:21]1[CH2:20][CH2:19][N:18]([C:16]2[CH:17]=[C:12]([N:8]3[CH:7]([CH3:26])[CH2:6][C:5]4[C:10](=[CH:11][C:2]([C:36]5[CH:35]=[N:34][N:33]([CH:30]6[CH2:31][CH2:32][O:27][CH2:28][CH2:29]6)[CH:37]=5)=[CH:3][CH:4]=4)[CH2:9]3)[N:13]=[C:14]([NH2:25])[N:15]=2)[CH2:23][CH2:22]1 |f:2.3,^1:63,65,84,103|. Reaction conditions: temperature 90 celsius, time 8 hour. The product is CN1CCN(CC1)C1=NC(=NC(=C1)N1CC2=CC(=CC=C2CC1C)C=1C=NN(C1)C1CCOCC1)N (4-(4-methylpiperazin-1-yl)-6-[3-methyl-7-[1-(tetrahydro-2H-pyran-4-yl)-1H-pyrazol-4-yl]-3,4-dihydroisoquinolin-2(1H)-yl]pyrimidin-2-amine). Starting materials: BrC1=CC=C2CC(N(CC2=C1)C1=NC(=NC(=C1)N1CCN(CC1)C)N)C (4-(7-bromo-3-methyl-3,4-dihydroisoquinolin-2(1H)-yl)-6-(4-methylpiperazin-1-yl)pyrimidin-2-amine), O1CCC(CC1)N1N=CC(=C1)B1OC(C(O1)(C)C)(C)C (1-(tetrahydro-2H-pyran-4-yl)-4-(4,4,5,5-tetramethyl-1,3,2-dioxaborolan-2-yl)-1H-pyrazole), C([O-])(O)=O.[Na+] (sodium bicarbonate), O1CCOCC1 (1,4-dioxane). Yield: 9.2%. Reported procedure: A mixture of 4-(7-bromo-3-methyl-3,4-dihydroisoquinolin-2(1H)-yl)-6-(4-methylpiperazin-1-yl)pyrimidin-2-amine (10 mg, 0.02 mmol; Peak 1, Example 49, Step 7), 1-(tetrahydro-2H-pyran-4-yl)-4-(4,4,5,5-tetramethyl-1,3,2-dioxaborolan-2-yl)-1H-pyrazole (7.3 mg, 0.026 mmol), tetrakis(triphenylphosphine)palladium(0) (1.4 mg, 0.0012 mmol) and sodium bicarbonate (6.0 mg, 0.072 mmol) in a solution of 1,4-dioxane (0.2 mL) and water (0.1 mL) in a reaction vial was stirred at 90° C. overnight. After cooling, ... Run in CO (methanol), O (water). The reactants are O=C1CC=C(CC1)CCC(=O)O (4-oxocyclohex-1-enepropionic acid), CO (methanol). Solvent: S(O)(O)(=O)=O (sulfuric acid). Product: O=C1C=CC(CC1)CCC(=O)OC (methyl 4-oxocyclohex-2-enepropionate). RXN SMILES: [O:1]=[C:2]1[CH2:7][CH2:6][C:5]([CH2:8][CH2:9][C:10]([OH:12])=[O:11])=[CH:4][CH2:3]1.[CH3:13]O>S(=O)(=O)(O)O>[O:1]=[C:2]1[CH2:7][CH2:6][CH:5]([CH2:8][CH2:9][C:10]([O:12][CH3:13])=[O:11])[CH:4]=[CH:3]1. Procedure details: A solution of 3.5 g of 4-oxocyclohex-1-enepropionic acid in 16.5 ml of methanol and 0.9 ml of concentrated sulfuric acid was refluxed for 30 minutes. The mixture was cooled and the solvent was evaporated under reduced pressure. The resulting residue was partitioned between 50 ml of 5% aqueous sodium bicarbonate and 100 ml of ether. The separated aqueous layer was washed twice with 100-ml portions of ether and the washings were combined with the original organic layer and dried over magnesium sul... Reactants: ester, COC(C1=C(C=CC(=C1)C=1SC=C(N1)C1=CC(=C(C=C1)Cl)Cl)Br)=O (2-bromo-5-[4-(3,4-dichloro-phenyl)-thiazol-2-yl]-benzoic acid methyl ester), COC(C1=C(C=CC(=C1)C=1SC=C(N1)C1=CC(=C(C=C1)Cl)Cl)Br)=O (2-bromo-5-[4-(3,4-dichloro-phenyl)-thiazol-2-yl]-benzoic acid methyl ester), ClC1=C(C=C(C=C1)O)B(O)O (2-chloro-5-hydroxybenzeneboronic acid). The product is ClC1=C(C=C(C=C1)O)C=1C(=CC(=CC1)C=1SC=C(N1)C1=CC(=C(C=C1)Cl)Cl)C(=O)O (2′-chloro-4-[4-(3,4-dichloro-phenyl)-thiazol-2-yl]-5′-hydroxy-biphenyl-2-carboxylic acid). Isolated yield 74.5%. Reaction SMILES: C[O:2][C:3](=[O:24])[C:4]1[CH:9]=[C:8]([C:10]2[S:11][CH:12]=[C:13]([C:15]3[CH:20]=[CH:19][C:18]([Cl:21])=[C:17]([Cl:22])[CH:16]=3)[N:14]=2)[CH:7]=[CH:6][C:5]=1Br.[Cl:25][C:26]1[CH:31]=[CH:30][C:29]([OH:32])=[CH:28][C:27]=1B(O)O>>[Cl:25][C:26]1[CH:31]=[CH:30][C:29]([OH:32])=[CH:28][C:27]=1[C:5]1[C:4]([C:3]([OH:2])=[O:24])=[CH:9][C:8]([C:10]2[S:11][CH:12]=[C:13]([C:15]3[CH:20]=[CH:19][C:18]([Cl:21])=[C:17]([Cl:22])[CH:16]=3)[N:14]=2)=[CH:7][CH:6]=1. Procedure: Using the conditions of General Procedure B for Suzuki Coupling and Hydrolysis in Parallel Mode, 2-bromo-5-[4-(3,4-dichloro-phenyl)-thiazol-2-yl]-benzoic acid methyl ester (which may be prepared as described for Intermediate 6; 89 mg, 0.2 mmol) was reacted with and 2-chloro-5-hydroxybenzeneboronic acid (available from Combi-Blocks Inc.; 69 mg, 0.4 mmol). The resulting ester was hydrolyzed and the acid was purified to give 2′-chloro-4-[4-(3,4-dichloro-phenyl)-thiazol-2-yl]-5′-hydroxy-biphenyl-2-c... The reactants are dipalladium(0), C=1C=CC(=CC1)P(C=2C=CC=CC2)C3=CC=C4C=CC=CC4=C3C5=C6C=CC=CC6=CC=C5P(C=7C=CC=CC7)C=8C=CC=CC8 (BINAP), C([O-])([O-])=O.[Cs+].[Cs+] (cesium carbonate), BrC=1C=CC(=C(C1)C(F)(F)F)Cl (5-bromo-2-chlorobenzotrifluoride), CNC(=O)C1=NC=CC(=C1)OC1=CC2=C(N=C(N=N2)N)C=C1 (4-(3-amino-benzo[1,2,4]triazin-7-yloxy)-pyridine-carboxylic acid methylamide). Solvent: CN(C=O)C (dimethylformamide). Run at temperature 120 celsius, time 18 hour. Product: FC(C(=O)O)(F)F.CNC(=O)C1=NC=CC(=C1)OC1=CC2=C(N=C(N=N2)NC2=CC(=C(C=C2)Cl)C(F)(F)F)C=C1 (4-[3-(4-chloro-3-trifluoromethyl-phenylamino)-benzo[1,2,4]triazin-7-yloxy]-pyridine-2-carboxylic acid methylamide trifluoroacetate salt). As a reaction SMILES: C1C=CC(P(C2C(C3C(P(C4C=CC=CC=4)C4C=CC=CC=4)=CC=C4C=3C=CC=C4)=C3C(C=CC=C3)=CC=2)C2C=CC=CC=2)=CC=1.[C:47](=[O:50])([O-])[O-:48].[Cs+].[Cs+].Br[C:54]1[CH:55]=[CH:56][C:57]([Cl:64])=[C:58]([C:60]([F:63])([F:62])[F:61])[CH:59]=1.[CH3:65][NH:66][C:67]([C:69]1[CH:74]=[C:73]([O:75][C:76]2[CH:86]=[CH:85][C:79]3[N:80]=[C:81]([NH2:84])[N:82]=[N:83][C:78]=3[CH:77]=2)[CH:72]=[CH:71][N:70]=1)=[O:68]>CN(C)C=O>[F:61][C:60]([F:63])([F:62])[C:47]([OH:48])=[O:50].[CH3:65][NH:66][C:67]([C:69]1[CH:74]=[C:73]([O:75][C:76]2[CH:86]=[CH:85][C:79]3[N:80]=[C:81]([NH:84][C:54]4[CH:55]=[CH:56][C:57]([Cl:64])=[C:58]([C:60]([F:63])([F:62])[F:61])[CH:59]=4)[N:82]=[N:83][C:78]=3[CH:77]=2)[CH:72]=[CH:71][N:70]=1)=[O:68] |f:1.2.3,7.8|. Procedure: To a vial with 2 mL of anhydrous dimethylformamide under argon atmosphere were added 15.4 mg (0.0168 mmol, 0.05 equivalent) of tris(dibenzyllideneatone) dipalladium(0), 21.0 mg (0.033 mmol, 0.1 equivalent) of BINAP, 220.0 mg (0.675 mmol, 2.0 equivalent) of anhydrous cesium carbonate, 175.1 mg (0.675 mmol, 2.0 equivalent) of 5-bromo-2-chlorobenzotrifluoride, and 100 mg (0.337 mmol, 1.0 equivalent) of 4-(3-amino-benzo[1,2,4]triazin-7-yloxy)-pyridine-carboxylic acid methylamide, in that particular ...